Task: describe an organic reaction: reactants, conditions, products, and yield. Dataset: the Open Reaction Database (ORD), a public repository of structured organic reaction records Reactants: FC1=CC=C(C=C1)C(CN1CCN(CC1)CCCCC1=C(C=CC2=CC=CC=C12)OC(C)C)N1CCN(CC1)C(C)C (1-[2-(4-Fluorophenyl)-2-(4-isopropylpiperazino)ethyl]-4-[4-(2-isopropoxy-naphthalen-1-yl)butyl]piperazine), C(\C=C/C(=O)O)(=O)O (maleic acid). Solvent: C(C)O (ethanol), C(C)O (ethanol). Run at time 2 hour. Product: C(\C=C/C(=O)O)(=O)O.C(\C=C/C(=O)O)(=O)O.C(\C=C/C(=O)O)(=O)O.FC1=CC=C(C=C1)C(CN1CCN(CC1)CCCCC1=C(C=CC2=CC=CC=C12)OC(C)C)N1CCN(CC1)C(C)C (1-[2-(4-fluorophenyl)-2-(4-isopropylpiperazino)ethyl]-4-[4-(2-isopropoxynaphthalen-1-yl)butyl]piperazine trimaleate). Yield: 62.3%. As a reaction SMILES: [F:1][C:2]1[CH:7]=[CH:6][C:5]([CH:8]([N:34]2[CH2:39][CH2:38][N:37]([CH:40]([CH3:42])[CH3:41])[CH2:36][CH2:35]2)[CH2:9][N:10]2[CH2:15][CH2:14][N:13]([CH2:16][CH2:17][CH2:18][CH2:19][C:20]3[C:29]4[C:24](=[CH:25][CH:26]=[CH:27][CH:28]=4)[CH:23]=[CH:22][C:21]=3[O:30][CH:31]([CH3:33])[CH3:32])[CH2:12][CH2:11]2)=[CH:4][CH:3]=1.[C:43]([OH:50])(=[O:49])/[CH:44]=[CH:45]\[C:46]([OH:48])=[O:47]>C(O)C>[C:43]([OH:50])(=[O:49])/[CH:44]=[CH:45]\[C:46]([OH:48])=[O:47].[C:43]([OH:50])(=[O:49])/[CH:44]=[CH:45]\[C:46]([OH:48])=[O:47].[C:43]([OH:50])(=[O:49])/[CH:44]=[CH:45]\[C:46]([OH:48])=[O:47].[F:1][C:2]1[CH:3]=[CH:4][C:5]([CH:8]([N:34]2[CH2:39][CH2:38][N:37]([CH:40]([CH3:42])[CH3:41])[CH2:36][CH2:35]2)[CH2:9][N:10]2[CH2:15][CH2:14][N:13]([CH2:16][CH2:17][CH2:18][CH2:19][C:20]3[C:29]4[C:24](=[CH:25][CH:26]=[CH:27][CH:28]=4)[CH:23]=[CH:22][C:21]=3[O:30][CH:31]([CH3:33])[CH3:32])[CH2:12][CH2:11]2)=[CH:6][CH:7]=1 |f:3.4.5.6|. Reported procedure: 0.03 g of 1-[2-(4-Fluorophenyl)-2-(4-isopropylpiperazino)ethyl]-4-[4-(2-isopropoxy-naphthalen-1-yl)butyl]piperazine was dissolved in 2.0 ml of ethanol, and 2.0 ml of an ethanol solution of 0.02 g of maleic acid was added, followed by allowing to stand for 2 hours. The precipitated crystals were collected by filtration and washed with ethanol to give 0.03 g of 1-[2-(4-fluorophenyl)-2-(4-isopropylpiperazino)ethyl]-4-[4-(2-isopropoxynaphthalen-1-yl)butyl]piperazine trimaleate as crystals. The product is CC(C)(C)OC(=O)N(CC#Cc1ccc(Cl)cc1)Cc1ccc(F)c(F)c1. Reactants: C#CCN(Cc1ccc(F)c(F)c1)C(=O)OC(C)(C)C, Clc1ccc(I)cc1, ClCCl, [Cu]I, Cl[Pd]Cl, c1ccc(P(c2ccccc2)c2ccccc2)cc1, c1ccc(P(c2ccccc2)c2ccccc2)cc1. As a reaction SMILES: [C:1]([CH3:2])([CH3:3])([CH3:4])[O:5][C:6]([N:7]([CH2:8][C:9]#[CH:10])[CH2:11][c:12]1[cH:13][c:14]([F:19])[c:15]([F:18])[cH:16][cH:17]1)=[O:20].[Cl:21][c:22]1[cH:23][cH:24][c:25]([I:28])[cH:26][cH:27]1.[Cl:29][CH2:30][Cl:31].[Cu:73][I:74].[Pd:32]([Cl:33])[Cl:34].[c:35]1([P:36]([c:37]2[cH:38][cH:39][cH:40][cH:41][cH:42]2)[c:43]2[cH:44][cH:45][cH:46][cH:47][cH:48]2)[cH:49][cH:50][cH:51][cH:52][cH:53]1.[c:54]1([P:55]([c:56]2[cH:57][cH:58][cH:59][cH:60][cH:61]2)[c:62]2[cH:63][cH:64][cH:65][cH:66][cH:67]2)[cH:68][cH:69][cH:70][cH:71][cH:72]1>>[C:1]([CH3:2])([CH3:3])([CH3:4])[O:5][C:6]([N:7]([CH2:8][C:9]#[C:10][c:25]1[cH:24][cH:23][c:22]([Cl:21])[cH:27][cH:26]1)[CH2:11][c:12]1[cH:13][c:14]([F:19])[c:15]([F:18])[cH:16][cH:17]1)=[O:20]. Reactants: [BH3-]C#N, CO, CC(=O)O, O=Cc1ccc(Cl)c(Cl)c1, NCCNc1nc(Cl)nc2c1ncn2C1CCCC1, [Na+]. Yields the product Clc1nc(NCCNCc2ccc(Cl)c(Cl)c2)c2ncn(C3CCCC3)c2n1. Reaction SMILES: [C:32]([BH3-:33])#[N:34].[CH3:20][OH:21].[CH3:36][C:37](=[O:38])[OH:39].[Cl:22][c:23]1[cH:24][c:25]([CH:26]=[O:27])[cH:28][cH:29][c:30]1[Cl:31].[NH2:1][CH2:2][CH2:3][NH:4][c:5]1[c:6]2[n:7][cH:8][n:9]([CH:15]3[CH2:16][CH2:17][CH2:18][CH2:19]3)[c:10]2[n:11][c:12]([Cl:14])[n:13]1.[Na+:35]>>[NH:1]([CH2:2][CH2:3][NH:4][c:5]1[c:6]2[n:7][cH:8][n:9]([CH:15]3[CH2:16][CH2:17][CH2:18][CH2:19]3)[c:10]2[n:11][c:12]([Cl:14])[n:13]1)[CH2:26][c:25]1[cH:24][c:23]([Cl:22])[c:30]([Cl:31])[cH:29][cH:28]1. The reactants are OC(CNC1=NC(=NC(=N1)NCC(O)C1CC(NC(C1)(C)C)(C)C)Cl)C1CC(NC(C1)(C)C)(C)C (2,4-Bis{2-hydroxy-N-(2,2,6,6-tetramethyl-4-piperidyl)ethylamino}-6-chloro-1,3,5-triazine), C1(=CC=C(C=C1)CN)CN (p-xylylenediamine), ice water. Solvent: C=1(C(=CC=CC1)C)C (xylene). Yields the product OC(CNC1=NC(=NC(=N1)NCC(O)C1CC(NC(C1)(C)C)(C)C)NCC1=CC=C(C=C1)CNC1=NC(=NC(=N1)NCC(O)C1CC(NC(C1)(C)C)(C)C)NCC(O)C1CC(NC(C1)(C)C)(C)C)C1CC(NC(C1)(C)C)(C)C (N,N'-Bis[2,4-bis{2-hydroxy-N-(2,2,6,6-tetramethyl-4-piperidyl)ethylamino}-1,3,5-triazine-6-yl]-p-xylylenediamine). Reaction SMILES: [OH:1][CH:2]([CH:26]1[CH2:31][C:30]([CH3:33])([CH3:32])[NH:29][C:28]([CH3:35])([CH3:34])[CH2:27]1)[CH2:3][NH:4][C:5]1[N:10]=[C:9]([NH:11][CH2:12][CH:13]([CH:15]2[CH2:20][C:19]([CH3:22])([CH3:21])[NH:18][C:17]([CH3:24])([CH3:23])[CH2:16]2)[OH:14])[N:8]=[C:7](Cl)[N:6]=1.[C:36]1([CH2:44][NH2:45])[CH:41]=[CH:40][C:39]([CH2:42][NH2:43])=[CH:38][CH:37]=1>C1(C)C(C)=CC=CC=1>[OH:1][CH:2]([CH:26]1[CH2:31][C:30]([CH3:33])([CH3:32])[NH:29][C:28]([CH3:35])([CH3:34])[CH2:27]1)[CH2:3][NH:4][C:5]1[N:10]=[C:9]([NH:11][CH2:12][CH:13]([CH:15]2[CH2:20][C:19]([CH3:22])([CH3:21])[NH:18][C:17]([CH3:24])([CH3:23])[CH2:16]2)[OH:14])[N:8]=[C:7]([NH:43][CH2:42][C:39]2[CH:40]=[CH:41][C:36]([CH2:44][NH:45][C:7]3[N:8]=[C:9]([NH:11][CH2:12][CH:13]([CH:15]4[CH2:20][C:19]([CH3:22])([CH3:21])[NH:18][C:17]([CH3:23])([CH3:24])[CH2:16]4)[OH:14])[N:10]=[C:5]([NH:4][CH2:3][CH:2]([CH:26]4[CH2:27][C:28]([CH3:35])([CH3:34])[NH:29][C:30]([CH3:33])([CH3:32])[CH2:31]4)[OH:1])[N:6]=3)=[CH:37][CH:38]=2)[N:6]=1. Procedure details: 2,4-Bis{2-hydroxy-N-(2,2,6,6-tetramethyl-4-piperidyl)ethylamino}-6-chloro-1,3,5-triazine (15.4 g) and p-xylylenediamine (1.4 g) were dissolved in xylene (50 ml) and the solution was heated to reflux for 5 hours. The reaction mixture was poured into ice water. After saturation with potassium carbonate, the mixture was extracted with a mixture of benzene (300 ml) and chloroform (500 ml). The extract was dried over anhydrous potassium carbonate and benzene and chloroform were distilled off. The res...